Dataset: the Open Reaction Database (ORD), a public repository of structured organic reaction records. Task: describe an organic reaction: reactants, conditions, products, and yield Starting materials: N1=CN=CC(=C1)C=1C=C(N)C=CC1 (3-(pyrimidin-5-yl)aniline), C1(=CC=CC=2C3=CC=CC=C3NC12)C(=O)O (9H-carbazole-1-carboxylic acid), ON1N=NC2=C1C=CC=C2 (1-hydroxybenzotriazole), Cl.C(C)N=C=NCCCN(C)C (1-ethyl-3-(3-dimethylaminopropyl)carbodiimide hydrochloride). Reagents/catalysts: CN(C1=CC=NC=C1)C (4-dimethylaminopyridine). Solvent: ClCCl (dichloromethane). Run at time 15 minute. Yields the product C1(=CC=CC=2C3=CC=CC=C3NC12)C(=O)N (9H-carbazole-1-carboxamide). Yield: 74.8%. As a reaction SMILES: [C:1]1([C:14]([OH:16])=O)[C:13]2[NH:12][C:11]3[C:6](=[CH:7][CH:8]=[CH:9][CH:10]=3)[C:5]=2[CH:4]=[CH:3][CH:2]=1.O[N:18]1C2C=CC=CC=2N=N1.Cl.C(N=C=NCCCN(C)C)C.N1C=C(C2C=C(C=CC=2)N)C=NC=1>ClCCl.CN(C)C1C=CN=CC=1>[C:1]1([C:14]([NH2:18])=[O:16])[C:13]2[NH:12][C:11]3[C:6](=[CH:7][CH:8]=[CH:9][CH:10]=3)[C:5]=2[CH:4]=[CH:3][CH:2]=1 |f:2.3|. Procedure details: To a suspension of 9H-carbazole-1-carboxylic acid (422 mg) and 1-hydroxybenzotriazole (324 mg) in dichloromethane (10 ml) was added 1-ethyl-3-(3-dimethylaminopropyl)carbodiimide hydrochloride (575 mg), and the mixture was stirred for 15 minutes. After adding 3-(pyrimidin-5-yl)aniline (360 mg) and 4-dimethylaminopyridine (367 mg), the mixture was stirred for 48 hours. The residue was evaporated under reduced pressure and purified by a silica gel column chromatography eluting with 2% methanol in d... Reactants: C(C)(C)(C)OC(=O)N(C)[C@@H]1CNCC1 ((S)-3-[N-(tert-butoxycarbonyl)-N-methylamino]pyrrolidine), C(C)(C)(C)OC(=O)NC1CN(CC1)S(=O)(=O)C=1C=2C(=CN=C(C2C=CC1)Cl)Br ((R/S)-3-(tert-Butoxycarbonylamino)-1-(1-chloro-4-bromo-5-isoquinolinesulfonyl)pyrrolidine), C(C)(C)(C)OC(=O)NC1CNCC1 (3-(tert-butoxycarbonylamino)pyrrolidine). Yields the product NC1CN(CC1)S(=O)(=O)C=1C=2C(=CN=C(C2C=CC1)N)Br ((R/S)-3-Amino-1-(1-amino-4-bromo-5-isoquinolinesulfonyl)pyrrolidine), Cl (hydrochloride). As a reaction SMILES: C(OC([NH:8][CH:9]1[CH2:13][CH2:12][N:11]([S:14]([C:17]2[C:18]3[C:19]([Br:28])=[CH:20][N:21]=[C:22]([Cl:27])[C:23]=3[CH:24]=[CH:25][CH:26]=2)(=[O:16])=[O:15])[CH2:10]1)=O)(C)(C)C.C(OC([NH:36]C1CCNC1)=O)(C)(C)C.C(OC(N([C@H]1CCNC1)C)=O)(C)(C)C>>[NH2:8][CH:9]1[CH2:13][CH2:12][N:11]([S:14]([C:17]2[C:18]3[C:19]([Br:28])=[CH:20][N:21]=[C:22]([NH2:36])[C:23]=3[CH:24]=[CH:25][CH:26]=2)(=[O:16])=[O:15])[CH2:10]1.[ClH:27]. Procedure: (R/S)-3-(tert-Butoxycarbonylamino)-1-(1-chloro-4-bromo-5-isoquinolinesulfonyl)pyrrolidine can be prepared by using 3-(tert-butoxycarbonylamino)pyrrolidine in the method of Example 35-1, Step A instead of (S)-3-[N-(tert-butoxycarbonyl)-N-methylamino]pyrrolidine, and then the protective group of the obtained compound can be removed according to the method described in Example 39-1, Step B to obtain the title compound as hydrochloride. Starting materials: C(C)(C)(C)OC(=O)N1CCC(CC1)C(=O)N1C[C@@H]([C@H](C1)N(C(=O)OC1=CC=C(C=C1)F)CC)C1=CC=C(C=C1)Cl (4-{(3S,4R)-3-(4-Chloro-phenyl)-4-[ethyl-(4-fluoro-phenoxycarbonyl)-amino]-pyrrolidine-1-carbonyl}-piperidine-1-carboxylic acid tert-butyl ester), C(=O)(C(F)(F)F)O (TFA), O (Water), [OH-].[Na+] (NaOH). Run in C(Cl)Cl (DCM). Conditions: time 5 hour. Product: FC1=CC=C(C=C1)OC(N(CC)[C@H]1CN(C[C@@H]1C1=CC=C(C=C1)Cl)C(=O)C1CCNCC1)=O ([(3R,4S)-4-(4-Chloro-phenyl)-1-(piperidine-4-carbonyl)-pyrrolidin-3-yl]-ethyl-carbamic acid 4-fluoro-phenyl ester). Yield: 87.0%. As a reaction SMILES: C(OC([N:8]1[CH2:13][CH2:12][CH:11]([C:14]([N:16]2[CH2:20][C@H:19]([N:21]([CH2:32][CH3:33])[C:22]([O:24][C:25]3[CH:30]=[CH:29][C:28]([F:31])=[CH:27][CH:26]=3)=[O:23])[C@@H:18]([C:34]3[CH:39]=[CH:38][C:37]([Cl:40])=[CH:36][CH:35]=3)[CH2:17]2)=[O:15])[CH2:10][CH2:9]1)=O)(C)(C)C.C(O)(C(F)(F)F)=O.O.[OH-].[Na+]>C(Cl)Cl>[F:31][C:28]1[CH:29]=[CH:30][C:25]([O:24][C:22](=[O:23])[N:21]([C@@H:19]2[C@@H:18]([C:34]3[CH:39]=[CH:38][C:37]([Cl:40])=[CH:36][CH:35]=3)[CH2:17][N:16]([C:14]([CH:11]3[CH2:12][CH2:13][NH:8][CH2:9][CH2:10]3)=[O:15])[CH2:20]2)[CH2:32][CH3:33])=[CH:26][CH:27]=1 |f:3.4|. Procedure details: A mixture of 804 mg (1.4 mmol) 4-{(3S,4R)-3-(4-Chloro-phenyl)-4-[ethyl-(4-fluoro-phenoxycarbonyl)-amino]-pyrrolidine-1-carbonyl}-piperidine-1-carboxylic acid tert-butyl ester and 1.6 g (14 mmol) TFA in 25 mL DCM was stirred for 5 h at room temperature. Water and 2N NaOH aq. was added and the mixture was extracted with DCM. The combined organic layers were dried over Na2SO4, filtered off and evaporated to yield 577 mg (87%) of the title compound as yellow foam. MS m/e: 474.3 [M+H]+. Reactants: Cc1ccccc1, CCO, CCOCC, O=C(Cc1ccc(F)cc1)N=C=S, COCCN(Cc1ccc(-c2cc3nccc(Oc4ccc(N)cc4F)c3s2)nc1)C(=O)OC(C)(C)C. Product: COCCN(Cc1ccc(-c2cc3nccc(Oc4ccc(NC(=S)NC(=O)Cc5ccc(F)cc5)cc4F)c3s2)nc1)C(=O)OC(C)(C)C. RXN SMILES: [CH3:51][c:52]1[cH:53][cH:54][cH:55][cH:56][cH:57]1.[CH3:58][CH2:59][OH:60].[CH3:61][CH2:62][O:63][CH2:64][CH3:65].[F:38][c:39]1[cH:40][cH:41][c:42]([CH2:45][C:46](=[O:47])[N:48]=[C:49]=[S:50])[cH:43][cH:44]1.[NH2:1][c:2]1[cH:3][c:4]([F:37])[c:5]([O:6][c:7]2[c:8]3[c:9]([n:10][cH:11][cH:12]2)[cH:13][c:14](-[c:16]2[cH:17][cH:18][c:19]([CH2:22][N:23]([C:24]([O:25][C:26]([CH3:27])([CH3:28])[CH3:29])=[O:30])[CH2:31][CH2:32][O:33][CH3:34])[cH:20][n:21]2)[s:15]3)[cH:35][cH:36]1>>[NH:1]([c:2]1[cH:3][c:4]([F:37])[c:5]([O:6][c:7]2[c:8]3[c:9]([n:10][cH:11][cH:12]2)[cH:13][c:14](-[c:16]2[cH:17][cH:18][c:19]([CH2:22][N:23]([C:24]([O:25][C:26]([CH3:27])([CH3:28])[CH3:29])=[O:30])[CH2:31][CH2:32][O:33][CH3:34])[cH:20][n:21]2)[s:15]3)[cH:35][cH:36]1)[C:49]([NH:48][C:46]([CH2:45][c:42]1[cH:41][cH:40][c:39]([F:38])[cH:44][cH:43]1)=[O:47])=[S:50].